From a dataset of the Open Reaction Database (ORD), a public repository of structured organic reaction records. describe an organic reaction: reactants, conditions, products, and yield Reactants: [N+](=O)([O-])C1=CC=C2CCCC(C2=C1)=O (7-nitro-1-tetralone), [BH4-].[Na+] (sodium borohydride), Cl (hydrochloric acid). The solvent is O (water), C(C)O (ethanol). Run at time 2 hour. The product is C1(=CC=CC2=CC=CC=C12)O (napthalenol). Yield: 123.9%. Reaction SMILES: [N+]([C:4]1[CH:13]=[C:12]2[C:7]([CH2:8][CH2:9][CH2:10][C:11]2=[O:14])=[CH:6][CH:5]=1)([O-])=O.[BH4-].[Na+].Cl>C(O)C.O>[C:11]1([OH:14])[C:12]2[C:7](=[CH:6][CH:5]=[CH:4][CH:13]=2)[CH:8]=[CH:9][CH:10]=1 |f:1.2|. Procedure: To a slurry of 2.88 g (15 mmol) of 7-nitro-1-tetralone in 60 mL absolute ethanol was added 0.58 g (15 mmol) of sodium borohydride. The reaction mixture was then stirred at room temperature for 2 hours. The resulting mixture was then rotaevaporated to dryness and the residue obtained was suspended in 100 mL of water. 3 N hydrochloric acid was added dropwise until the reaction mixture had pH 7. The suspension obtained was then extracted with five 50 mL portions of ethyl ether and the combined ethe... The reactants are CCOC(C)=O, COc1ccc(CCl)cc1, CCCCCC, O=C1Nc2ccc(F)cc2C1=O, [H-], [Na+], CN(C)C=O, O. Yields the product COc1ccc(CN2C(=O)C(=O)c3cc(F)ccc32)cc1. As a reaction SMILES: [C:37]([O:38][CH2:39][CH3:40])(=[O:41])[CH3:42].[CH3:15][O:16][c:17]1[cH:18][cH:19][c:20]([CH2:21][Cl:22])[cH:23][cH:24]1.[CH3:31][CH2:32][CH2:33][CH2:34][CH2:35][CH3:36].[F:1][c:2]1[cH:3][c:4]2[c:8]([cH:9][cH:10]1)[NH:7][C:6](=[O:11])[C:5]2=[O:12].[H-:13].[Na+:14].[O:26]=[CH:27][N:28]([CH3:29])[CH3:30].[OH2:25]>>[F:1][c:2]1[cH:3][c:4]2[c:8]([cH:9][cH:10]1)[N:7]([CH2:21][c:20]1[cH:19][cH:18][c:17]([O:16][CH3:15])[cH:24][cH:23]1)[C:6](=[O:11])[C:5]2=[O:12]. The reactants are CN(C)c1cccc(-c2ocnc2C(=O)O)c1, CC(F)(F)c1ccc(Cn2ncc(N)n2)o1. Product: CN(C)c1cccc(-c2ocnc2C(=O)Nc2cnn(Cc3ccc(C(C)(F)F)o3)n2)c1. As a reaction SMILES: [CH3:17][N:18]([c:19]1[cH:20][c:21](-[c:25]2[c:26]([C:30](=[O:31])[OH:32])[n:27][cH:28][o:29]2)[cH:22][cH:23][cH:24]1)[CH3:33].[F:1][C:2]([CH3:3])([F:4])[c:5]1[cH:6][cH:7][c:8]([CH2:10][n:11]2[n:12][cH:13][c:14]([NH2:16])[n:15]2)[o:9]1>>[F:1][C:2]([CH3:3])([F:4])[c:5]1[cH:6][cH:7][c:8]([CH2:10][n:11]2[n:12][cH:13][c:14]([NH:16][C:30]([c:26]3[c:25](-[c:21]4[cH:20][c:19]([N:18]([CH3:17])[CH3:33])[cH:24][cH:23][cH:22]4)[o:29][cH:28][n:27]3)=[O:31])[n:15]2)[o:9]1. The reactants are CC1CCCO1, [Li]CCCC, CC(C)NC(C)C, CC(C)OC(=O)Cl, O=C1CCc2ccc(OCCCCN3CCN(c4cccc(Cl)c4Cl)CC3)cc2N1. Yields the product CC(C)OC(=O)N1C(=O)CCc2ccc(OCCCCN3CCN(c4cccc(Cl)c4Cl)CC3)cc21. Reaction SMILES: [CH3:50][CH:51]1[CH2:52][CH2:53][CH2:54][O:55]1.[CH3:8][CH2:9][CH2:10][CH2:11][Li:12].[CH:1]([NH:2][CH:3]([CH3:4])[CH3:5])([CH3:6])[CH3:7].[CH:43]([CH3:44])([CH3:45])[O:46][C:47](=[O:48])[Cl:49].[Cl:13][c:14]1[cH:15][cH:16][cH:17][c:18]([N:19]2[CH2:20][CH2:21][N:22]([CH2:23][CH2:24][CH2:25][CH2:26][O:27][c:28]3[cH:29][cH:30][c:31]4[c:37]([cH:38]3)[NH:36][C:34](=[O:35])[CH2:33][CH2:32]4)[CH2:39][CH2:40]2)[c:41]1[Cl:42]>>[Cl:13][c:14]1[cH:15][cH:16][cH:17][c:18]([N:19]2[CH2:20][CH2:21][N:22]([CH2:23][CH2:24][CH2:25][CH2:26][O:27][c:28]3[cH:29][cH:30][c:31]4[c:37]([cH:38]3)[N:36]([C:47]([O:46][CH:43]([CH3:44])[CH3:45])=[O:48])[C:34](=[O:35])[CH2:33][CH2:32]4)[CH2:39][CH2:40]2)[c:41]1[Cl:42]. Reactants: CCO, [H][H], CCOC(=O)c1ccc(Nc2ccccc2[N+](=O)[O-])cc1. Yields the product CCOC(=O)c1ccc(Nc2ccccc2N)cc1. As a reaction SMILES: [CH3:24][CH2:25][OH:26].[H:22][H:23].[N+:1]([O-:2])(=[O:3])[c:4]1[c:5]([NH:10][c:11]2[cH:12][cH:13][c:14]([C:15](=[O:16])[O:17][CH2:18][CH3:19])[cH:20][cH:21]2)[cH:6][cH:7][cH:8][cH:9]1>>[NH2:1][c:4]1[c:5]([NH:10][c:11]2[cH:12][cH:13][c:14]([C:15](=[O:16])[O:17][CH2:18][CH3:19])[cH:20][cH:21]2)[cH:6][cH:7][cH:8][cH:9]1. The reactants are C(\C=C\C=C\C)N[C@H](C1=CC=CC=C1)C ((S)-(E,E)-N-Hexa-2,4-dienyl-α-methylbenzylamine), C(CCC)[Li] (butyllithium), C(\C=C\C=C\C)(=O)OC(C)(C)C (t-butyl sorbate). The product is C(C=CC=CC)N([C@H](CC(=O)OC(C)(C)C)C=CC)[C@H](C1=CC=CC=C1)C ((3R,αS)-t-Butyl 3-(N-hexa-2,4-dienyl-α-methylbenzylamino)-4-hexenoate). Yield: 128.9%. Reaction SMILES: [CH2:1]([NH:7][C@@H:8]([CH3:15])[C:9]1[CH:14]=[CH:13][CH:12]=[CH:11][CH:10]=1)/[CH:2]=[CH:3]/[CH:4]=[CH:5]/[CH3:6].C([Li])CCC.[C:21]([O:28][C:29]([CH3:32])([CH3:31])[CH3:30])(=[O:27])/[CH:22]=[CH:23]/[CH:24]=[CH:25]/[CH3:26]>>[CH2:1]([N:7]([C@@H:8]([CH3:15])[C:9]1[CH:10]=[CH:11][CH:12]=[CH:13][CH:14]=1)[C@@H:23]([CH:24]=[CH:25][CH3:26])[CH2:22][C:21]([O:28][C:29]([CH3:30])([CH3:31])[CH3:32])=[O:27])[CH:2]=[CH:3][CH:4]=[CH:5][CH3:6]. Reported procedure: (S)-(E,E)-N-Hexa-2,4-dienyl-α-methylbenzylamine (3) (0.500 g, 2.49 mmol), 1.6M butyllithium (1.35 ml, 2.16 mmol) and t-butyl sorbate (11) (0.279 g, 1.66 mmol) were reacted according the procedure of Example 1. Flash chromatography of the product on silica gel [ethyl acetate/petroleum ether (1:19)] afforded the title compound as a colourless oil (0.791 g, 72%). δH (200 MHz; CDCl3) 7.39-7.18 (5H, m, Ph), 6.12-5.93 (2H, m, CH=CH--CH=CH), 5.69-5.41 (4H, m, CH3CH=CH and CH=CH--CH=CH), 4.0 (1H, q, J=6... Product: CN(C)CC=1OC(=CC1)CSCCNC1=NC=C(C(N1)=O)CC1=CC(N(C=C1)C)=O (2-[2-(2-dimethylaminomethyl-5-furylmethylthio)ethylamino]-5-(1-methyl- 2-oxopyridin-4-ylmethyl)pyrimidin-4-one). As a reaction SMILES: [N+]([NH:4][C:5]1[NH:10][C:9](=[O:11])[C:8]([CH2:12][C:13]2[CH:18]=[CH:17][N:16]([CH3:19])[C:15](=[O:20])[CH:14]=2)=[CH:7][N:6]=1)([O-])=O.[CH3:21][N:22]([CH2:24][C:25]1[O:26][C:27]([CH2:30][S:31][CH2:32][CH2:33]N)=[CH:28][CH:29]=1)[CH3:23]>C(O)C>[CH3:23][N:22]([CH2:24][C:25]1[O:26][C:27]([CH2:30][S:31][CH2:32][CH2:33][NH:4][C:5]2[NH:10][C:9](=[O:11])[C:8]([CH2:12][C:13]3[CH:18]=[CH:17][N:16]([CH3:19])[C:15](=[O:20])[CH:14]=3)=[CH:7][N:6]=2)=[CH:28][CH:29]=1)[CH3:21]. Yield: 43.8%. Solvent: C(C)O (ethanol). Starting materials: [N+](=O)([O-])NC1=NC=C(C(N1)=O)CC1=CC(N(C=C1)C)=O (2-Nitroamino-5-(1-methyl-2-oxopyridin-4-ylmethyl)pyrimidin-4-one), CN(C)CC=1OC(=CC1)CSCCN (2-(2-dimethylaminomethyl-5-furylmethylthio)ethylamine). Reported procedure: 2-Nitroamino-5-(1-methyl-2-oxopyridin-4-ylmethyl)pyrimidin-4-one (2.08 g) and 2-(2-dimethylaminomethyl-5-furylmethylthio)ethylamine (1.82 g) were refluxed in ethanol (10 ml) for 22 hours. The reaction mixture was evaporated under reduced pressure to afford an oil which on trituration with diethyl ether gave a solid. This solid was collected by filtration, washed with diethyl ether and recrystallised from isopropanol to yield 2-[2-(2-dimethylaminomethyl-5-furylmethylthio)ethylamino]-5-(1-methyl- ...